Dataset: the Open Reaction Database (ORD), a public repository of structured organic reaction records. Task: describe an organic reaction: reactants, conditions, products, and yield Starting materials: CC(C#CC(C)O)O (hex-3-yne-2,5-diol), OC(C#CC(C)=O)C (5-hydroxyhex-3-yn-2-one), Hex-3-yne-2,5-dioxe. Reaction SMILES: [CH3:1][CH:2]([OH:8])[C:3]#[C:4][CH:5]([OH:7])[CH3:6].[OH:9][CH:10]([CH3:16])[C:11]#[C:12][C:13](=[O:15])[CH3:14]>S(=O)(=O)(O)O.O.CC(C)=O.[O-2].[O-2].[O-2].[Cr+6]>[CH3:1][C:2](=[O:8])[C:3]#[C:4][C:5](=[O:7])[CH3:6].[OH:15][CH:13]([CH3:14])[C:12]#[C:11][C:10](=[O:9])[CH3:16] |f:5.6.7.8|. Run in S(O)(O)(=O)=O (sulphuric acid), O (water), CC(=O)C (acetone), O (water). The product is CC(C#CC(C)=O)=O (hex-3-yne-2,5-dione), OC(C#CC(C)=O)C (5-hydroxy-hex-3-yne-2-one). Procedure: To prepare Hex-3-yne-2,5-dioxe: Chromium trioxide (100 g) in concentrated sulphuric acid (90 ml) and water (550 ml) was added with vigorous stirring over 2 hours to hex-3-yne-2,5-diol (28 g) and 5-hydroxyhex-3-yn-2-one (28 g) in acetone (400 ml) at -5° to 0° C. After 1 hour, water (150 ml) was added and the solution extracted with ether. The extract was washed (aqueous NaHCO3), dried (MgSO4) and distilled to give crude hex-3-yne-2,5-dione (3-6 g), B.P. 50° (bath) at 0.15 m Hg ad 5-hydroxy-hex-3-... Reaction conditions: time 1 hour. The reagents and catalysts are [O-2].[O-2].[O-2].[Cr+6] (Chromium trioxide). The reactants are FC1=C(C(=O)NN)C=C(C=C1)F (2,5-difluorobenzohydrazide), [Si](C)(C)(C(C)(C)C)OCCCC(=O)C1=CC=CC=C1 (4-{[tert-butyl(dimethyl)silyl]oxy}-1-phenylbutan-1-one). Run in C(C)(C)O (isopropanol). Product: [Si](C)(C)(C(C)(C)C)OCCC/C(/C1=CC=CC=C1)=N\NC(C1=C(C=CC(=C1)F)F)=O (N′-((1E)-4-{[tert-butyl(dimethyl)silyl]oxy}-1-phenylbutylidene)-2,5-difluorobenzohydrazide). As a reaction SMILES: [F:1][C:2]1[CH:11]=[CH:10][C:9]([F:12])=[CH:8][C:3]=1[C:4]([NH:6][NH2:7])=[O:5].[Si:13]([O:20][CH2:21][CH2:22][CH2:23][C:24]([C:26]1[CH:31]=[CH:30][CH:29]=[CH:28][CH:27]=1)=O)([C:16]([CH3:19])([CH3:18])[CH3:17])([CH3:15])[CH3:14]>C(O)(C)C>[Si:13]([O:20][CH2:21][CH2:22][CH2:23]/[C:24](=[N:7]\[NH:6][C:4](=[O:5])[C:3]1[CH:8]=[C:9]([F:12])[CH:10]=[CH:11][C:2]=1[F:1])/[C:26]1[CH:27]=[CH:28][CH:29]=[CH:30][CH:31]=1)([C:16]([CH3:19])([CH3:18])[CH3:17])([CH3:15])[CH3:14]. Procedure details: A solution of 2,5-difluorobenzohydrazide (1-2, 90 mg, 0.52 mmol, 1 equiv) and 4-{[tert-butyl(dimethyl)silyl]oxy}-1-phenylbutan-1-one (3-3) (146 mg, 0.523 mmol, 1.00 equiv) in isopropanol (10 mL) was heated at 75° C. for 1 day. The reaction mixture was concentrated to give N′-((1E)-4-{[tert-butyl(dimethyl)silyl]oxy}-1-phenylbutylidene)-2,5-difluorobenzohydrazide (3-4); LRMS m/z (M+H) 433.4 found, 433.2 required. A solution of 3-4 in acetic anhydride (5 mL) was heated at reflux for 1.5 h. The reac... Reactants: ClC1=NC=CC(=C1I)Cl (2,4-dichloro-3-iodopyridine), O.NN (hydrazine monohydrate). Run in C(Cl)Cl (DCM), O1CCOCC1 (1,4-dioxane). Conditions: temperature 80 celsius. Yields the product ClC1=C(C(=NC=C1)NN)I ((4-Chloro-3-iodo-pyridin-2-yl)-hydrazine). Reaction SMILES: Cl[C:2]1[C:7]([I:8])=[C:6]([Cl:9])[CH:5]=[CH:4][N:3]=1.O.[NH2:11][NH2:12]>O1CCOCC1.C(Cl)Cl>[Cl:9][C:6]1[CH:5]=[CH:4][N:3]=[C:2]([NH:11][NH2:12])[C:7]=1[I:8] |f:1.2|. Reported procedure: To a solution of 2,4-dichloro-3-iodopyridine [CAS 343781-36-3] (4.7 g, 17.16 mmol) in 1,4-dioxane (240 ml), was added hydrazine monohydrate (5.096 ml, 102.962 mmol). The reaction mixture was heated in a sealed tube at 80° C. for 16 h. After cooling, the solvent was concentrated in vacuo. The white solid residue thus obtained was dissolved in DCM and washed with NaHCO3 (aqueous saturated solution). The organic layer was separated, dried (Na2SO4) and concentrated in vacuo. The residue was washed w... Reactants: [Al+3], ClCCl, COc1cc2c(c(OC)c1)C(=O)CCC2, [Cl-], [Cl-], [Cl-]. Product: COc1cc(O)c2c(c1)CCCC2=O. As a reaction SMILES: [Al+3:17].[CH2:20]([Cl:21])[Cl:22].[CH3:1][O:2][c:3]1[cH:4][c:5]2[c:10]([c:11]([O:13][CH3:14])[cH:12]1)[C:9](=[O:15])[CH2:8][CH2:7][CH2:6]2.[Cl-:16].[Cl-:18].[Cl-:19]>>[CH3:1][O:2][c:3]1[cH:4][c:5]2[c:10]([c:11]([OH:13])[cH:12]1)[C:9](=[O:15])[CH2:8][CH2:7][CH2:6]2. Reactants: CC(=O)Nc1cc(Cl)ccc1O, O, O=[N+]([O-])O, O=S(=O)(O)O. Product: CC(=O)Nc1cc(Cl)cc([N+](=O)[O-])c1O. As a reaction SMILES: [Cl:6][c:7]1[cH:8][cH:9][c:10]([OH:17])[c:11]([NH:13][C:14]([CH3:15])=[O:16])[cH:12]1.[OH2:22].[OH:18][N+:19]([O-:20])=[O:21].[S:1](=[O:2])(=[O:3])([OH:4])[OH:5]>>[Cl:6][c:7]1[cH:8][c:9]([N+:19](=[O:18])[O-:20])[c:10]([OH:17])[c:11]([NH:13][C:14]([CH3:15])=[O:16])[cH:12]1. Reactants: FC=1C=C(C=C(C1)F)C[C@H](N)C=1N(C=CN1)C1=CC=C(C=C1)OC ((S)-2-(3,5-difluorophenyl)-1-(1-(4-methoxyphenyl)-1H-imidazol-2-yl)ethanamine), ClC1=CC=C(C=C1)C=1OC(=CN1)\C=N/S(=O)C(C)(C)C ((Z)-N-((2-(4-chlorophenyl)oxazol-5-yl)methylene)-2-methylpropane-2-sulfinamide). Product: Cl.ClC1=CC=C(C=C1)C=1OC(=CN1)C(CC1=CC(=CC(=C1)F)F)N (1-(2-(4-chlorophenyl)oxazol-5-yl)-2-(3,5-difluorophenyl)ethanamine hydrochloride). Reaction SMILES: [F:1][C:2]1[CH:3]=[C:4]([CH2:9][C@@H:10]([C:12]2N(C3C=CC(OC)=CC=3)C=CN=2)[NH2:11])[CH:5]=[C:6]([F:8])[CH:7]=1.[Cl:25][C:26]1[CH:31]=[CH:30][C:29]([C:32]2[O:33]C(/C=N\S(C(C)(C)C)=O)=[CH:35][N:36]=2)=[CH:28][CH:27]=1>>[ClH:25].[Cl:25][C:26]1[CH:27]=[CH:28][C:29]([C:32]2[O:33][C:12]([CH:10]([NH2:11])[CH2:9][C:4]3[CH:5]=[C:6]([F:8])[CH:7]=[C:2]([F:1])[CH:3]=3)=[CH:35][N:36]=2)=[CH:30][CH:31]=1 |f:2.3|. Reported procedure: The title compound was prepared according to the method presented for the synthesis of compound 5E of Example 5 utilizing 19D. MS (m/z) 335.2 [M+H]+.